From a dataset of the Open Reaction Database (ORD), a public repository of structured organic reaction records. describe an organic reaction: reactants, conditions, products, and yield Reactants: N (ammonia), acid chloride, C1(CCCCC1)CCCCC(=O)O (cyclohexanepentanoic acid). Solvent: C1CCOC1 (THF), C1CCOC1 (THF), O=S(Cl)Cl (SOCl2). Reaction conditions: time 3 hour. The product is C1(CCCCC1)CCCCC(=O)N (5-cyclohexylvaleramide). Isolated yield 55.0%. As a reaction SMILES: [CH:1]1([CH2:7][CH2:8][CH2:9][CH2:10][C:11]([OH:13])=O)[CH2:6][CH2:5][CH2:4][CH2:3][CH2:2]1.[NH3:14]>O=S(Cl)Cl.C1COCC1>[CH:1]1([CH2:7][CH2:8][CH2:9][CH2:10][C:11]([NH2:14])=[O:13])[CH2:6][CH2:5][CH2:4][CH2:3][CH2:2]1. Reported procedure: A solution of cyclohexanepentanoic acid (2 g, 10.9 mmol) in SOCl2 (8 mL) was heated on a steam bath for 3 h. The SOCl2 was removed under vacuum. Chloroform (2×10 mL) was added and reevaporated to give the crude acid chloride as a yellow liquid. A saturated solution of ammonia in dry THF (ammonia gas bubbled through 10 mL of THF for 5 min), was slowly added to a solution of the acid chloride in dry THF (50 mL) while cooling in an ice bath. The reaction mixture was allowed to stir at room temperat... Starting materials: NC1=CC=C(CO)C=C1 (4-aminobenzyl alcohol), BrC=1C=NC(=NC1)Cl (5-bromo-2-chloropyrimidine), [I-].[Na+] (sodium iodide), C(C)(C)N(CC)C(C)C (diisopropylethylamine). The solvent is CC(C)O (2-propanol). Run at temperature 200 celsius. The product is BrC=1C=NC(=NC1)NC1=CC=C(C=C1)CO ([4-(5-bromo-pyrimidin-2-ylamino)-phenyl]-methanol). Reaction SMILES: [NH2:1][C:2]1[CH:9]=[CH:8][C:5]([CH2:6][OH:7])=[CH:4][CH:3]=1.[Br:10][C:11]1[CH:12]=[N:13][C:14](Cl)=[N:15][CH:16]=1.[I-].[Na+].C(N(C(C)C)CC)(C)C>CC(O)C>[Br:10][C:11]1[CH:12]=[N:13][C:14]([NH:1][C:2]2[CH:9]=[CH:8][C:5]([CH2:6][OH:7])=[CH:4][CH:3]=2)=[N:15][CH:16]=1 |f:2.3|. Procedure: To a solution of 4-aminobenzyl alcohol 14 (8.12 mmol) and 5-bromo-2-chloro-pyrimidine 4 (9.74 mmol) in 2-propanol (20 mL) is added sodium iodide (8.12 mmol) and diisopropylethylamine (16.2 mmol). The reaction mixture is heated in the microwave oven at 200° C. for 15 min. Purification by silica gel chromatography with hexane:EtOAc=7:3 affords [4-(5-bromo-pyrimidin-2-ylamino)-phenyl]-methanol 15. 1H NMR (400 MHz, CDCl3) δ 8.36 (s, 2H), 7.49 (d, J=8.8 Hz, 2H), 7.28 (d, J=8.4 Hz, 2H) 7.07 (bs, 1H), ... Reagents/catalysts: O=C(O)C(F)(F)F (trifluoroacetic acid). RXN SMILES: CC1=CC=C(N)N=C1.[C-]#[N+]C1CCCCC1.O=C[C@@H]1C[C@H]1C1=CC=CC=C1>>CC1=CN2C(C=C1)=NC([C@@H]1C[C@H]1C1=CC=CC=C1)=C2NC1CCCCC1. Yield: 0.4%. Solvent: CC(C)O (isopropyl alcohol), CC(C)O (isopropylalcohol). Conditions: temperature 22 celsius, time 20 hour. Yields the product Cc1ccc2nc(c(NC3CCCCC3)n2c1)[C@@H]1C[C@H]1c1ccccc1. Reactants: C1[C@@H](C=O)[C@@H]1c1ccccc1, CC1=CN=C(C=C1)N, [C-]#[N+]C1CCCCC1. The reactants are CO, O=C1NC(=S)C(c2c[nH]c3ccccc23)=C1c1cn2c3c(cccc13)CCC2. Product: O=C1NCC(c2c[nH]c3ccccc23)=C1c1cn2c3c(cccc13)CCC2. Reaction SMILES: [CH3:29][OH:30].[c:1]1([C:13]2=[C:17]([c:18]3[cH:19][nH:20][c:21]4[cH:22][cH:23][cH:24][cH:25][c:26]34)[C:16](=[S:27])[NH:15][C:14]2=[O:28])[cH:2][n:3]2[c:12]3[c:7]([cH:8][cH:9][cH:10][c:11]13)[CH2:6][CH2:5][CH2:4]2>>[c:1]1([C:13]2=[C:17]([c:18]3[cH:19][nH:20][c:21]4[cH:22][cH:23][cH:24][cH:25][c:26]34)[CH2:16][NH:15][C:14]2=[O:28])[cH:2][n:3]2[c:12]3[c:7]([cH:8][cH:9][cH:10][c:11]13)[CH2:6][CH2:5][CH2:4]2. Reactants: CN(C)C(=[N+](C)C)ON1C2=C(C=CC=C2)N=N1.[B-](F)(F)(F)F (TBTU), FC1=CC=C(C=C1)N1[C@@H]([C@H](C1=O)SCC(O)C1=CC=C(C=C1)F)C1=CC=C(OCC(=O)N[C@@H](CCC(N)=O)C(=O)O)C=C1 (N2-{[4-((2R,3R)-1-(4-fluorophenyl)-3-{[2-(4-fluorophenyl)-2-hydroxyethyl]thio}-4-oxoazetidin-2-yl)phenoxy]acetyl}-L-glutamine), Cl.N[C@H](CC1=CC=C(C=C1)O)C(=O)OC(C)(C)C (tert-butyl D-tyrosinate hydrochloride), CN1CCOCC1 (N-methylmorpholine). Run in C(Cl)Cl (methylene chloride), CS(=O)C (DMSO). Conditions: time 8 hour. The product is FC1=CC=C(C=C1)N1[C@@H]([C@H](C1=O)SCC(O)C1=CC=C(C=C1)F)C1=CC=C(OCC(=O)N[C@@H](CCC(N)=O)C(=O)N[C@H](CC2=CC=C(C=C2)O)C(=O)O)C=C1 (N2-{[4-((2R,3R)-1-(4-fluorophenyl)-3-{[2-(4-fluorophenyl)-2-hydroxyethyl]thio}-4-oxoazetidin-2-yl)phenoxy]acetyl}-L-glutaminyl-D-tyrosine). As a reaction SMILES: [F:1][C:2]1[CH:7]=[CH:6][C:5]([N:8]2[C:11](=[O:12])[C@H:10]([S:13][CH2:14][CH:15]([C:17]3[CH:22]=[CH:21][C:20]([F:23])=[CH:19][CH:18]=3)[OH:16])[C@H:9]2[C:24]2[CH:43]=[CH:42][C:27]([O:28][CH2:29][C:30]([NH:32][C@H:33]([C:39](O)=[O:40])[CH2:34][CH2:35][C:36](=[O:38])[NH2:37])=[O:31])=[CH:26][CH:25]=2)=[CH:4][CH:3]=1.Cl.[NH2:45][C@@H:46]([C:55]([O:57]C(C)(C)C)=[O:56])[CH2:47][C:48]1[CH:53]=[CH:52][C:51]([OH:54])=[CH:50][CH:49]=1.CN1CCOCC1.CN(C(ON1N=NC2C=CC=CC1=2)=[N+](C)C)C.[B-](F)(F)(F)F>C(Cl)Cl.CS(C)=O>[F:1][C:2]1[CH:7]=[CH:6][C:5]([N:8]2[C:11](=[O:12])[C@H:10]([S:13][CH2:14][CH:15]([C:17]3[CH:22]=[CH:21][C:20]([F:23])=[CH:19][CH:18]=3)[OH:16])[C@H:9]2[C:24]2[CH:25]=[CH:26][C:27]([O:28][CH2:29][C:30]([NH:32][C@H:33]([C:39]([NH:45][C@@H:46]([C:55]([OH:57])=[O:56])[CH2:47][C:48]3[CH:49]=[CH:50][C:51]([OH:54])=[CH:52][CH:53]=3)=[O:40])[CH2:34][CH2:35][C:36](=[O:38])[NH2:37])=[O:31])=[CH:42][CH:43]=2)=[CH:4][CH:3]=1 |f:1.2,4.5|. Procedure: N2-{[4-((2R,3R)-1-(4-fluorophenyl)-3-{[2-(4-fluorophenyl)-2-hydroxyethyl]thio}-4-oxoazetidin-2-yl)phenoxy]acetyl}-L-glutamine (22 mg, 0.0359 mmol), tert-butyl D-tyrosinate hydrochloride (10 mg, 0.0421 mmol) and N-methylmorpholine (14 mg, 0.138 mmol) were dissolved in methylene chloride (0.5 ml). TBTU (14 mg, 0.0436 mmol) was added and the mixture was stirred overnight at room temperature. The solvent was evaporated and the residue was dissolved in formic acid (1 ml). The mixture was stirred at 4... Yields the product Cl, Fc1ccccc1-c1cccc2[nH]c3c(c12)CCNCC3. Reactants: Fc1ccccc1-c1cccc2[nH]c3c(c12)CCN(Cc1ccccc1)CC3, CCO, Cl. As a reaction SMILES: [CH2:1]([c:2]1[cH:3][cH:4][cH:5][cH:6][cH:7]1)[N:8]1[CH2:9][CH2:10][c:11]2[nH:12][c:13]3[cH:14][cH:15][cH:16][c:17](-[c:22]4[c:23]([F:28])[cH:24][cH:25][cH:26][cH:27]4)[c:18]3[c:19]2[CH2:20][CH2:21]1.[CH3:30][CH2:31][OH:32].[ClH:29]>>[ClH:29].[NH:8]1[CH2:9][CH2:10][c:11]2[nH:12][c:13]3[cH:14][cH:15][cH:16][c:17](-[c:22]4[c:23]([F:28])[cH:24][cH:25][cH:26][cH:27]4)[c:18]3[c:19]2[CH2:20][CH2:21]1. Starting materials: CC(=O)N(CCCCCNC(=O)CCC(=O)N(CCCCCNC(=O)CCC(=O)N(CCCCCN)O)O)O.CS(=O)(=O)[O-] (desferrioxamine B methanesulfonate), C([O-])([O-])=O.[Na+].[Na+] (sodium carbonate). Run in O (water), O (water). Run at time 10 minute. Yields the product CC(=O)N(CCCCCNC(=O)CCC(=O)N(CCCCCNC(=O)CCC(=O)N(CCCCCN)O)O)O (desferrioxamine B). As a reaction SMILES: [CH3:1][C:2]([N:4]([OH:39])[CH2:5][CH2:6][CH2:7][CH2:8][CH2:9][NH:10][C:11]([CH2:13][CH2:14][C:15]([N:17]([OH:38])[CH2:18][CH2:19][CH2:20][CH2:21][CH2:22][NH:23][C:24]([CH2:26][CH2:27][C:28]([N:30]([OH:37])[CH2:31][CH2:32][CH2:33][CH2:34][CH2:35][NH2:36])=[O:29])=[O:25])=[O:16])=[O:12])=[O:3].CS([O-])(=O)=O.C(=O)([O-])[O-].[Na+].[Na+]>O>[CH3:1][C:2]([N:4]([OH:39])[CH2:5][CH2:6][CH2:7][CH2:8][CH2:9][NH:10][C:11]([CH2:13][CH2:14][C:15]([N:17]([OH:38])[CH2:18][CH2:19][CH2:20][CH2:21][CH2:22][NH:23][C:24]([CH2:26][CH2:27][C:28]([N:30]([OH:37])[CH2:31][CH2:32][CH2:33][CH2:34][CH2:35][NH2:36])=[O:29])=[O:25])=[O:16])=[O:12])=[O:3] |f:0.1,2.3.4|. Procedure details: A mixture of 500.0 g of desferrioxamine B-methanesulfonate in 2,500 ml of distilled water changes into a clear solution after having been stirred for 10 minutes; this is cooled to 10° and 80 g of sodium carbonate in 500 ml of water are added thereto within a period of 5 minutes. Inoculation with free desferrioxamine B yields a viscous milky suspension which is filtered. The residue is washed with 500 ml of water and with 500 ml of a 1:1 mixture of water and acetone, then with portions, totalling...